From a dataset of the Open Reaction Database (ORD), a public repository of structured organic reaction records. describe an organic reaction: reactants, conditions, products, and yield Starting materials: C(C)(=O)NC1=CC=C(CN2C[C@H](N(CC2)C(C2=CC(=CC(=C2)C(F)(F)F)C(F)(F)F)=O)CC2=CC(=C(C=C2)Cl)Cl)C=C1 ((2R)-4-(4-acetylaminobenzyl)-1-[3,5-bis(trifluoromethyl)benzoyl]-2-(3,4-dichlorobenzyl)piperazine), Cl (Hydrogen chloride). Solvent: C(C)(=O)OCC (ethyl acetate), C(C)(=O)OCC (ethyl acetate). Product: Cl.C(C)(=O)NC1=CC=C(CN2C[C@H](N(CC2)C(C2=CC(=CC(=C2)C(F)(F)F)C(F)(F)F)=O)CC2=CC(=C(C=C2)Cl)Cl)C=C1 ((2R)-4-(4-acetylaminobenzyl)-1-[3,5-bis(trifluoromethyl)benzoyl]-2-(3,4-dichlorobenzyl)piperazine hydrochloride). As a reaction SMILES: [C:1]([NH:4][C:5]1[CH:42]=[CH:41][C:8]([CH2:9][N:10]2[CH2:15][CH2:14][N:13]([C:16](=[O:31])[C:17]3[CH:22]=[C:21]([C:23]([F:26])([F:25])[F:24])[CH:20]=[C:19]([C:27]([F:30])([F:29])[F:28])[CH:18]=3)[C@H:12]([CH2:32][C:33]3[CH:38]=[CH:37][C:36]([Cl:39])=[C:35]([Cl:40])[CH:34]=3)[CH2:11]2)=[CH:7][CH:6]=1)(=[O:3])[CH3:2].Cl>C(OCC)(=O)C>[ClH:39].[C:1]([NH:4][C:5]1[CH:42]=[CH:41][C:8]([CH2:9][N:10]2[CH2:15][CH2:14][N:13]([C:16](=[O:31])[C:17]3[CH:22]=[C:21]([C:23]([F:24])([F:25])[F:26])[CH:20]=[C:19]([C:27]([F:28])([F:29])[F:30])[CH:18]=3)[C@H:12]([CH2:32][C:33]3[CH:38]=[CH:37][C:36]([Cl:39])=[C:35]([Cl:40])[CH:34]=3)[CH2:11]2)=[CH:7][CH:6]=1)(=[O:3])[CH3:2] |f:3.4|. Procedure details: Piridine (23 μl) and acetyl chloride (16 μl) were successively added to a solution of (2R)-4-(4-aminobenzyl)-1-[3,5-bis(trifluoromethyl)benzoyl]-2-(3,4-dichlorobenzyl)-piperazine (113 mg) and the whole was stirred at room temperature for 1.5 hours. The mixture was poured into water and the separated oil was extracted with ethyl acetate. The extract was washed with water, dried over magnesium sulfate and evaporate in vacuo. The residue was purified by column chromatography on silica gel with a mi... The reactants are BrC=1C=CC=2N(C1)C(=CN2)C(=O)OCC (ethyl 6-bromoimidazo[1,2-a]pyridine-3-carboxylate), C(C=C)C#N (allyl cyanide), [B-](F)(F)(F)F.CC(C)(C)[PH+](C(C)(C)C)C(C)(C)C ([(t-Bu)3PH]BF4), C1(CCCCC1)CNCC1CCCCC1 (N,N-dicyclohexylmethylamine). Reagents/catalysts: C=1C=CC(=CC1)/C=C/C(=O)/C=C/C2=CC=CC=C2.C=1C=CC(=CC1)/C=C/C(=O)/C=C/C2=CC=CC=C2.C=1C=CC(=CC1)/C=C/C(=O)/C=C/C2=CC=CC=C2.[Pd].[Pd] (tris(dibenzylideneacetone)dipalladium(0)). The solvent is O1CCOCC1 (1,4-dioxane). Reaction conditions: temperature 95 celsius. Yields the product C(#N)CC=CC=1C=CC=2N(C1)C(=CN2)C(=O)OCC (ethyl 6-(3-cyanoprop-1-enyl)imidazo[1,2-a]pyridine-3-carboxylate). RXN SMILES: Br[C:2]1[CH:3]=[CH:4][C:5]2[N:6]([C:8]([C:11]([O:13][CH2:14][CH3:15])=[O:12])=[CH:9][N:10]=2)[CH:7]=1.[CH2:16]([C:19]#[N:20])[CH:17]=[CH2:18].[B-](F)(F)(F)F.CC([PH+](C(C)(C)C)C(C)(C)C)(C)C.C1(CNCC2CCCCC2)CCCCC1>O1CCOCC1.C1C=CC(/C=C/C(/C=C/C2C=CC=CC=2)=O)=CC=1.C1C=CC(/C=C/C(/C=C/C2C=CC=CC=2)=O)=CC=1.C1C=CC(/C=C/C(/C=C/C2C=CC=CC=2)=O)=CC=1.[Pd].[Pd]>[C:19]([CH2:16][CH:17]=[CH:18][C:2]1[CH:3]=[CH:4][C:5]2[N:6]([C:8]([C:11]([O:13][CH2:14][CH3:15])=[O:12])=[CH:9][N:10]=2)[CH:7]=1)#[N:20] |f:2.3,6.7.8.9.10|. Procedure details: A stirring mixture of ethyl 6-bromoimidazo[1,2-a]pyridine-3-carboxylate (24s) (500 mg, 1.86 mmol), allyl cyanide (224 uL, 2.79 mmol), tris(dibenzylideneacetone)dipalladium(0) (26 mg, 0.028 mmol), [(t-Bu)3PH]BF4 (16 mg, 0.056 mmol), and N,N-dicyclohexylmethylamine (433 μL, 2.04 mmol) in anhydrous 1,4-dioxane (6 mL) was heated at 95° C. overnight. The reaction was cooled to room temperature and filtered. The solvent was concentrated. The crude product was purified by silica chromatography to give ... Starting materials: OCc1c2c(nn1CCc1ccccc1)-c1ccccc1Oc1ccccc1-2, CN(C)CCCCl, Cl. The product is CN(C)CCCOCc1c2c(nn1CCc1ccccc1)-c1ccccc1Oc1ccccc1-2. As a reaction SMILES: [CH2:1]([CH2:2][c:3]1[cH:4][cH:5][cH:6][cH:7][cH:8]1)[n:9]1[c:10]([CH2:27][OH:28])[c:11]2[c:17]([n:18]1)-[c:16]1[c:15]([cH:22][cH:21][cH:20][cH:19]1)[O:14][c:13]1[c:12]-2[cH:26][cH:25][cH:24][cH:23]1.[CH3:30][N:31]([CH2:32][CH2:33][CH2:34][Cl:35])[CH3:36].[ClH:29]>>[CH2:1]([CH2:2][c:3]1[cH:4][cH:5][cH:6][cH:7][cH:8]1)[n:9]1[c:10]([CH2:27][O:28][CH2:34][CH2:33][CH2:32][N:31]([CH3:30])[CH3:36])[c:11]2[c:17]([n:18]1)-[c:16]1[c:15]([cH:22][cH:21][cH:20][cH:19]1)[O:14][c:13]1[c:12]-2[cH:26][cH:25][cH:24][cH:23]1. Starting materials: NC1=NC(=C(C(=N1)C=1OC(=CC1)C)C#N)SC (2-amino-4-(5-methyl-furan-2-yl)-6-methylsulfanyl-pyrimidine-5-carbonitrile), C1(CCCCC1)O (cyclohexanol), C1CCC2=NCCCN2CC1 (DBU). The solvent is COCCOC (DME). Yields the product NC1=NC(=C(C(=N1)OC1CCCCC1)C#N)C=1OC(=CC1)C (2-Amino-4-cyclohexyloxy-6-(5-methyl-furan-2-yl)-pyrimidine-5-carbonitrile). Reaction SMILES: [NH2:1][C:2]1[N:7]=[C:6]([C:8]2[O:9][C:10]([CH3:13])=[CH:11][CH:12]=2)[C:5]([C:14]#[N:15])=[C:4](SC)[N:3]=1.[CH:18]1([OH:24])[CH2:23][CH2:22][CH2:21][CH2:20][CH2:19]1.C1CCN2C(=NCCC2)CC1>COCCOC>[NH2:1][C:2]1[N:3]=[C:4]([O:24][CH:18]2[CH2:23][CH2:22][CH2:21][CH2:20][CH2:19]2)[C:5]([C:14]#[N:15])=[C:6]([C:8]2[O:9][C:10]([CH3:13])=[CH:11][CH:12]=2)[N:7]=1. Procedure: From 2-amino-4-(5-methyl-furan-2-yl)-6-methylsulfanyl-pyrimidine-5-carbonitrile, cyclohexanol and DBU in DME. ES-MS m/e (%): 299 (M+H+, 50), 217 (M+H—C6H10+, 100). The reactants are c1ccc2c(c1)CCNC2, C1CCOC1, O=C(O)c1ccncc1. Product: O=C(c1ccncc1)N1CCc2ccccc2C1. Reaction SMILES: [CH2:10]1[NH:11][CH2:12][CH2:13][c:14]2[cH:15][cH:16][cH:17][cH:18][c:19]21.[O:20]1[CH2:21][CH2:22][CH2:23][CH2:24]1.[OH:1][C:2](=[O:3])[c:4]1[cH:5][cH:6][n:7][cH:8][cH:9]1>>[C:2](=[O:3])([c:4]1[cH:5][cH:6][n:7][cH:8][cH:9]1)[N:11]1[CH2:10][c:19]2[c:14]([cH:15][cH:16][cH:17][cH:18]2)[CH2:13][CH2:12]1. Reactants: C(C)(C)(C)OC(NC1=C(C=C(C(=C1)N(C)C)Cl)NC(CC(=O)C1=CC(=CC=C1)C#N)=O)=O ({4-chloro-2-[3-(3-cyano-phenyl)-3-oxo-propionylamino]-5-dimethylamino-phenyl}-carbamic acid tert.-butyl ester), C(=O)(C(F)(F)F)O (TFA). Solvent: C(Cl)Cl (CH2Cl2). The product is ClC1=CC2=C(N=C(CC(N2)=O)C=2C=C(C#N)C=CC2)C=C1N(C)C (3-(7-Chloro-8-dimethylamino-4-oxo-4,5-dihydro-3H-benzo[b][1,4]diazepin-2-yl)-benzonitrile), solid. Reaction SMILES: C(OC(=O)[NH:7][C:8]1[CH:13]=[C:12]([N:14]([CH3:16])[CH3:15])[C:11]([Cl:17])=[CH:10][C:9]=1[NH:18][C:19](=[O:31])[CH2:20][C:21]([C:23]1[CH:28]=[CH:27][CH:26]=[C:25]([C:29]#[N:30])[CH:24]=1)=O)(C)(C)C.C(O)(C(F)(F)F)=O>C(Cl)Cl>[Cl:17][C:11]1[C:12]([N:14]([CH3:16])[CH3:15])=[CH:13][C:8]2[N:7]=[C:21]([C:23]3[CH:24]=[C:25]([CH:26]=[CH:27][CH:28]=3)[C:29]#[N:30])[CH2:20][C:19](=[O:31])[NH:18][C:9]=2[CH:10]=1. Procedure: The title compound was prepared from {4-chloro-2-[3-(3-cyano-phenyl)-3-oxo-propionylamino]-5-dimethylamino-phenyl}-carbamic acid tert.-butyl ester (Example M1) by treatment with TFA in CH2Cl2 according to the general procedure N. Obtained as a yellow solid (85 mg). Reactants: C(=O)C1=CC=C(C(=O)OC(C)(C)C)C=C1 (tert-butyl 4-formylbenzoate), [Cl-].[NH4+] (ammonium chloride), O.N (ammonia water), C(C)[Mg]Br (ethylmagnesium bromide). The reagents and catalysts are [Cu]I (copper (I) iodide). The solvent is C(C)OCC (diethylether), C(C)OCC (diethylether). Reaction conditions: time 20 minute. The product is Cl.NC(CC)C1=CC=C(C(=O)OC(C)(C)C)C=C1 (tert-butyl 4-(1-aminopropyl)benzoate Hydrochloride). Reaction SMILES: [CH2:1]([Mg]Br)[CH3:2].[CH:5]([C:7]1[CH:19]=[CH:18][C:10]([C:11]([O:13][C:14]([CH3:17])([CH3:16])[CH3:15])=[O:12])=[CH:9][CH:8]=1)=O.[Cl-:20].[NH4+:21].O.N>C(OCC)C.[Cu]I>[ClH:20].[NH2:21][CH:5]([C:7]1[CH:19]=[CH:18][C:10]([C:11]([O:13][C:14]([CH3:17])([CH3:16])[CH3:15])=[O:12])=[CH:9][CH:8]=1)[CH2:1][CH3:2] |f:2.3,4.5,8.9|. Procedure: To copper (I) iodide (3.1 g) in diethylether (70 ml) suspension, ethylmagnesium bromide (0.89M tetrahydrofuran solution) (35 ml) was added at −23° C. and the mixture was stirred at that temperature for 20 minutes. Next, tert-butyl 4-formylbenzoate (3 g) in diethylether (10 ml) solution was added to the reaction solution and the mixture was stirred at −23° C. for 30 minutes. Saturated ammonium chloride aqueous solution and 28% ammonia water were added to the reaction solution, the mixture was sti... The reactants are OC1=C(C=NC2=NC(=CC=C12)C)C(=O)O (4-hydroxy-7-methyl-1,8-naphthyridine-3-carboxylic acid), FC(C(=O)OC1=CC=C(C=C1)[N+](=O)[O-])(F)F (p-nitrophenyl trifluoroacetate). The solvent is N1=CC=CC=C1 (pyridine). Run at time 2 hour. Product: [N+](=O)([O-])C1=CC=C(C=C1)OC(=O)C=1C=NC2=NC(=CC=C2C1O)C (4-hydroxy-7-methyl-1,8-naphthyridine-3-carboxylic acid p-nitrophenyl ester). RXN SMILES: [OH:1][C:2]1[C:11]2[C:6](=[N:7][C:8]([CH3:12])=[CH:9][CH:10]=2)[N:5]=[CH:4][C:3]=1[C:13]([OH:15])=[O:14].FC(F)(F)C(O[C:21]1[CH:26]=[CH:25][C:24]([N+:27]([O-:29])=[O:28])=[CH:23][CH:22]=1)=O>N1C=CC=CC=1>[N+:27]([C:24]1[CH:25]=[CH:26][C:21]([O:14][C:13]([C:3]2[CH:4]=[N:5][C:6]3[C:11]([C:2]=2[OH:1])=[CH:10][CH:9]=[C:8]([CH3:12])[N:7]=3)=[O:15])=[CH:22][CH:23]=1)([O-:29])=[O:28]. Procedure: A mixture of 1 g of 4-hydroxy-7-methyl-1,8-naphthyridine-3-carboxylic acid and 25 ml of anhydrous pyridine was heated on an oil bath at 50° to 60° C while stirring. Then, 1.38 g of p-nitrophenyl trifluoroacetate were added thereto and, after the heating was interrupted, stirring was carried out for 2 hours. The precipitated crystals were collected by filtration and washed with ethanol to give 4-hydroxy-7-methyl-1,8-naphthyridine-3-carboxylic acid p-nitrophenyl ester as pale yellow crystalline po...